From a dataset of the Open Reaction Database (ORD), a public repository of structured organic reaction records. describe an organic reaction: reactants, conditions, products, and yield The reactants are [Al+3], O=C(Cl)C12CC3CC(CC(C3)C1)C2, [Cl-], [Cl-], [Cl-], ClCCCl, Oc1cccc(F)c1. Yields the product O=C(c1ccc(O)cc1F)C12CC3CC(CC(C3)C1)C2. As a reaction SMILES: [Al+3:2].[C:5]12([C:15](=[O:16])[Cl:17])[CH2:6][CH:7]3[CH2:8][CH:9]([CH2:10][CH:11]([CH2:12]1)[CH2:13]3)[CH2:14]2.[Cl-:1].[Cl-:3].[Cl-:4].[Cl:26][CH2:27][CH2:28][Cl:29].[F:18][c:19]1[cH:20][c:21]([OH:25])[cH:22][cH:23][cH:24]1>>[C:5]12([C:15](=[O:16])[c:24]3[c:19]([F:18])[cH:20][c:21]([OH:25])[cH:22][cH:23]3)[CH2:6][CH:7]3[CH2:8][CH:9]([CH2:10][CH:11]([CH2:12]1)[CH2:13]3)[CH2:14]2. Starting materials: O(C1=CC=C(N)C=C1)C=1C=C(N)C=CC1 (3,4'-Oxydianiline), NC=1C=C(OC2=CC(=CC=C2)OC2=CC(=CC=C2)N)C=CC1 (1,3-bis(3-aminophenoxy)benzene), C1(C=2C(C(N1)=O)=CC=CC2)=O (phthalimide), C1=CC2=C(C=C1C(=O)C3=CC4=C(C=C3)C(=O)OC4=O)C(=O)OC2=O (3,3',4,4'-Benzophenone tetracarboxylic dianhydride), C1(C=2C(C(=O)O1)=CC=CC2)=O (phthalic anhydride), solids. The solvent is CN1C(CCC1)=O (N-methylpyrrolidinone), CN1C(CCC1)=O (NMP). Conditions: temperature 25 celsius, time 6 hour. Product: C1=CC=C(C(=C1)C(=O)N)C(=O)O (phthalamide acid). RXN SMILES: [C:1]1(=[O:11])[NH:5][C:4](=[O:6])[C:3]2=[CH:7][CH:8]=[CH:9][CH:10]=[C:2]12.[O:12](C1C=C(C=CC=1)N)C1C=CC(N)=CC=1.NC1C=C(C=CC=1)OC1C=CC=C(OC2C=CC=C(N)C=2)C=1.C1C(C(C2C=CC3C(OC(=O)C=3C=2)=O)=O)=CC2C(OC(=O)C=2C=1)=O.C1(=O)OC(=O)C2=CC=CC=C12>CN1CCCC1=O>[CH:8]1[CH:7]=[C:3]([C:4]([NH2:5])=[O:6])[C:2]([C:1]([OH:11])=[O:12])=[CH:10][CH:9]=1. Reported procedure: The following example illustrates the synthesis of a phthalimide-terminated imide oligomer with theoretical number average molecular weight of 12,000 g/mole. 3,4'-Oxydianiline (3,4'-ODA) (36.00 mmole, 7.2089 g) and 1,3-bis(3-aminophenoxy)benzene (APB) (4.00 mmole, 1.1693 g) were dissolved in N-methylpyrrolidinone (NMP) (~35 mL) in a flask equipped with a mechanical stirrer, condenser and nitrogen inlet. 3,3',4,4'-Benzophenone tetracarboxylic dianhydride (BTDA) (38.38 mmole, 12.3673 g) and phthal... Starting materials: N (NH3), C1(CCC1)C1=NN(C=2NC(C=3CCCCC3C21)=O)CC=2C=C(C#N)C=CC2 (3-((1-cyclobutyl-5-oxo-4,5,6,7,8,9-hexahydro-3H-pyrazolo[3,4-c]isoquinolin-3-yl)methyl)benzonitrile), [N-]=[N+]=[N-] (azide), C(CCC)[Sn](CCCC)=O (dibutyltin oxide). The solvent is C1(=CC=CC=C1)C (toluene). Reaction conditions: temperature 100 celsius. Yields the product C1(CCC1)C1=NN(C=2NC(C=3CCCCC3C21)=O)CC2=CC(=CC=C2)C2=NN=NN2 (1-cyclobutyl-3-[3-(1H-tetrazol-5-yl)benzyl]-3,4,6,7,8,9-hexahydro-5H-pyrazolo[3,4-c]isoquinolin-5-one). Reaction SMILES: [CH:1]1([C:5]2[C:17]3[C:16]4[CH2:15][CH2:14][CH2:13][CH2:12][C:11]=4[C:10](=[O:18])[NH:9][C:8]=3[N:7]([CH2:19][C:20]3[CH:21]=[C:22]([CH:25]=[CH:26][CH:27]=3)[C:23]#[N:24])[N:6]=2)[CH2:4][CH2:3][CH2:2]1.[N-:28]=[N+:29]=[N-:30].C([Sn](=O)CCCC)CCC.N>C1(C)C=CC=CC=1>[CH:1]1([C:5]2[C:17]3[C:16]4[CH2:15][CH2:14][CH2:13][CH2:12][C:11]=4[C:10](=[O:18])[NH:9][C:8]=3[N:7]([CH2:19][C:20]3[CH:27]=[CH:26][CH:25]=[C:22]([C:23]4[NH:30][N:29]=[N:28][N:24]=4)[CH:21]=3)[N:6]=2)[CH2:4][CH2:3][CH2:2]1. Procedure: To a suspension of Example 95A (150 mg) and trimethylsily azide (582 mg) in toluene (20 ml) was added dibutyltin oxide (28 mg). The mixture was heated at 100° C. for 3 days. Solid material was collected by filtration, washed with methanol and dried to give Example 95. Yield: 100 mg. MS (DCI/NH3) m/z 402 (M+H)+; 1H NMR (500 MHz, CD3OD): δ 1.81 (s, 2H), 1.92 (m, 1H), 2.02-2.11 (m, 1H), 2.35-2.44 (m, 4H), 2.51 (m, 2H), 2.91 (br s, 2H), 3.84-3.90 (m, 1H), 5.37 (br s, 1H), 5.51 (s, 2H), 5.51 (s, 2H),... The reactants are [Se](=O)=O (selenium dioxide), C(C)(=O)C=1SC=CC1C (acetyl-3-methylthiophene). Solvent: O1CCOCC1 (dioxane), O1CCOCC1 (dioxane), O (water). Yields the product CC1=C(SC=C1)C(C=O)=O (3-methyl-α-oxo-2-thiopheneacetaldehyde). Reaction SMILES: [Se](=O)=[O:2].[C:4]([C:7]1[S:8][CH:9]=[CH:10][C:11]=1[CH3:12])(=[O:6])[CH3:5]>O1CCOCC1.O>[CH3:12][C:11]1[CH:10]=[CH:9][S:8][C:7]=1[C:4](=[O:6])[CH:5]=[O:2]. Procedure details: A 34.9 g portion of selenium dioxide was dissolved in a mixture of 85 ml of dioxane and 10 ml of water with stirring and heating to 55°-60° C. A 40 g portion of -acetyl-3-methylthiophene was added and the mixture was refluxed for 6 hours, then cooled, diluted with dioxane, filtered and evaporated to dryness. The residue was dissolved in ether and the crystals which formed collected, giving 12.03 g of 3-methyl-α-oxo-2-thiopheneacetaldehyde. The reactants are CCN=C=NCCCN(C)C, CN1CCCC1=O, CCN(C(C)C)C(C)C, NCC(O)(c1ccccc1)c1ccccc1, Cc1nc(Nc2ncc(Sc3ccnc(C(=O)O)c3)s2)cc(N2CCN(CCO)CC2)n1, On1nnc2ccccc21. The product is Cc1nc(Nc2ncc(Sc3ccnc(C(=O)NCC(O)(c4ccccc4)c4ccccc4)c3)s2)cc(N2CCN(CCO)CC2)n1. Reaction SMILES: [CH3:59][CH2:60][N:61]=[C:62]=[N:63][CH2:64][CH2:65][CH2:66][N:67]([CH3:68])[CH3:69].[CH3:79][N:80]1[CH2:81][CH2:82][CH2:83][C:84]1=[O:85].[CH:70]([N:71]([CH:72]([CH3:73])[CH3:74])[CH2:75][CH3:76])([CH3:77])[CH3:78].[NH2:33][CH2:34][C:35]([OH:36])([c:37]1[cH:38][cH:39][cH:40][cH:41][cH:42]1)[c:43]1[cH:44][cH:45][cH:46][cH:47][cH:48]1.[OH:1][CH2:2][CH2:3][N:4]1[CH2:5][CH2:6][N:7]([c:10]2[cH:11][c:12]([NH:17][c:18]3[s:19][c:20]([S:23][c:24]4[cH:25][c:26]([C:30](=[O:31])[OH:32])[n:27][cH:28][cH:29]4)[cH:21][n:22]3)[n:13][c:14]([CH3:16])[n:15]2)[CH2:8][CH2:9]1.[OH:49][n:50]1[c:51]2[c:52]([cH:53][cH:54][cH:55][cH:56]2)[n:57][n:58]1>>[OH:1][CH2:2][CH2:3][N:4]1[CH2:5][CH2:6][N:7]([c:10]2[cH:11][c:12]([NH:17][c:18]3[s:19][c:20]([S:23][c:24]4[cH:25][c:26]([C:30](=[O:32])[NH:33][CH2:34][C:35]([OH:36])([c:37]5[cH:38][cH:39][cH:40][cH:41][cH:42]5)[c:43]5[cH:44][cH:45][cH:46][cH:47][cH:48]5)[n:27][cH:28][cH:29]4)[cH:21][n:22]3)[n:13][c:14]([CH3:16])[n:15]2)[CH2:8][CH2:9]1. Reactants: O=[N+]([O-])c1cccc2cc(CBr)oc12, O=C([O-])[O-], CN(C)C=O, [K+], [K+], O, CCOC(=O)CS. Yields the product CCOC(=O)CSCc1cc2cccc([N+](=O)[O-])c2o1. As a reaction SMILES: [Br:1][CH2:2][c:3]1[cH:4][c:5]2[c:6]([o:7]1)[c:8]([N+:12](=[O:13])[O-:14])[cH:9][cH:10][cH:11]2.[C:22](=[O:23])([O-:24])[O-:25].[CH3:29][N:30]([CH3:31])[CH:32]=[O:33].[K+:26].[K+:27].[OH2:28].[SH:15][CH2:16][C:17](=[O:18])[O:19][CH2:20][CH3:21]>>[CH2:2]([c:3]1[cH:4][c:5]2[c:6]([o:7]1)[c:8]([N+:12](=[O:13])[O-:14])[cH:9][cH:10][cH:11]2)[S:15][CH2:16][C:17](=[O:18])[O:19][CH2:20][CH3:21].